From a dataset of the Open Reaction Database (ORD), a public repository of structured organic reaction records. describe an organic reaction: reactants, conditions, products, and yield RXN SMILES: [Cl:1][C:2]1[CH:3]=[C:4]([CH:10]=[CH:11][C:12]=1[CH2:13][CH2:14][NH:15][C@@H:16]([CH3:26])[C@H:17]([OH:25])[C:18]1[CH:23]=[CH:22][C:21]([OH:24])=[CH:20][CH:19]=1)[O:5][CH2:6][C:7]([OH:9])=[O:8].CS(O)(=O)=O>C(O)C1C=CC=CC=1>[Cl:1][C:2]1[CH:3]=[C:4]([CH:10]=[CH:11][C:12]=1[CH2:13][CH2:14][NH:15][C@@H:16]([CH3:26])[C@H:17]([OH:25])[C:18]1[CH:19]=[CH:20][C:21]([OH:24])=[CH:22][CH:23]=1)[O:5][CH2:6][C:7]([O:9][CH2:13][C:12]1[CH:11]=[CH:10][CH:4]=[CH:3][CH:2]=1)=[O:8]. The yield is 109.9%. The product is ClC=1C=C(OCC(=O)OCC2=CC=CC=C2)C=CC1CCN[C@H]([C@@H](C1=CC=C(C=C1)O)O)C (benzyl 2-[3-chloro-4-[2-[[(1S,2R)-2-hydroxy-2-(4-hydroxyphenyl)-1-methylethyl]amino]ethyl]-phenoxy]acetate). Run in C(C1=CC=CC=C1)O (benzyl alcohol). The reactants are ClC=1C=C(OCC(=O)O)C=CC1CCN[C@H]([C@@H](C1=CC=C(C=C1)O)O)C (2-[3-chloro-4-[2-[[(1S,2R)-2-hydroxy-2-(4-hydroxyphenyl)-1-methylethyl]amino]ethyl]phenoxy]acetic acid), CS(=O)(=O)O (methanesulfonic acid). Procedure details: A solution of 2-[3-chloro-4-[2-[[(1S,2R)-2-hydroxy-2-(4-hydroxyphenyl)-1-methylethyl]amino]ethyl]phenoxy]acetic acid (200 mg) and methanesulfonic acid (38 μl) in benzyl alcohol (1.0 ml) was stirred for 2 days at room temperature. Purification of the reaction mixture by medium pressure liquid column chromatography on aminopropyl silica gel (eluent: ethyl acetate/ethanol=20/1) gave benzyl 2-[3-chloro-4-[2-[[(1S,2R)-2-hydroxy-2-(4-hydroxyphenyl)-1-methylethyl]amino]ethyl]-phenoxy]acetate (136 mg). Reactants: CC[O-], CC1(C)C(CC=O)CC2CC21C, CCO, CCCC=O, [Na+], [Na]. The product is CCC(C=O)=CCC1CC2CC2(C)C1(C)C. Reaction SMILES: [CH3:19][CH2:20][O-:21].[CH3:1][C:2]12[C:3]([CH3:11])([CH3:12])[CH:4]([CH2:8][CH:9]=[O:10])[CH2:5][CH:6]1[CH2:7]2.[CH3:23][CH2:24][OH:25].[CH:13]([CH2:14][CH2:15][CH3:16])=[O:17].[Na+:18].[Na:22]>>[CH3:1][C:2]12[C:3]([CH3:11])([CH3:12])[CH:4]([CH2:8][CH:9]=[C:14]([CH:13]=[O:17])[CH2:15][CH3:16])[CH2:5][CH:6]1[CH2:7]2. Reactants: CO, [Co], N, N#CCc1cnn2ccc3occc3c12. The product is NCCc1cnn2ccc3occc3c12. RXN SMILES: [CH3:16][OH:17].[Co:19].[NH3:18].[c:1]1([CH2:13][C:14]#[N:15])[cH:2][n:3][n:4]2[c:5]1[c:6]1[c:7]([cH:8][cH:9]2)[o:10][cH:11][cH:12]1>>[c:1]1([CH2:13][CH2:14][NH2:15])[cH:2][n:3][n:4]2[c:5]1[c:6]1[c:7]([cH:8][cH:9]2)[o:10][cH:11][cH:12]1. Starting materials: C1(CC1)C1=CC(=NC=2N1N=CC2C(=O)O)C2=CC=C(C=C2)C(F)(F)F (7-cyclopropyl-5-(4-trifluoromethyl-phenyl)-pyrazolo[1,5-a]pyrimidine-3-carboxylic acid), NC=1C=C(C=CC1)S(=O)(=O)N (3-amino-benzenesulfonamide). The product is S(N)(=O)(=O)C=1C=C(C=CC1)NC(=O)C=1C=NN2C1N=C(C=C2C2CC2)C2=CC=C(C=C2)C(F)(F)F (7-Cyclopropyl-5-(4-trifluoromethyl-phenyl)-pyrazolo[1,5-a]pyrimidine-3-carboxylic acid(3-sulfamoyl-phenyl)-amide). RXN SMILES: [CH:1]1([C:4]2[N:9]3[N:10]=[CH:11][C:12]([C:13](O)=[O:14])=[C:8]3[N:7]=[C:6]([C:16]3[CH:21]=[CH:20][C:19]([C:22]([F:25])([F:24])[F:23])=[CH:18][CH:17]=3)[CH:5]=2)[CH2:3][CH2:2]1.[NH2:26][C:27]1[CH:28]=[C:29]([S:33]([NH2:36])(=[O:35])=[O:34])[CH:30]=[CH:31][CH:32]=1>>[S:33]([C:29]1[CH:28]=[C:27]([NH:26][C:13]([C:12]2[CH:11]=[N:10][N:9]3[C:4]([CH:1]4[CH2:3][CH2:2]4)=[CH:5][C:6]([C:16]4[CH:21]=[CH:20][C:19]([C:22]([F:25])([F:24])[F:23])=[CH:18][CH:17]=4)=[N:7][C:8]=23)=[O:14])[CH:32]=[CH:31][CH:30]=1)(=[O:34])(=[O:35])[NH2:36]. Procedure: The title compound was prepared from 7-cyclopropyl-5-(4-trifluoromethyl-phenyl)-pyrazolo[1,5-a]pyrimidine-3-carboxylic acid (example C.29) and 3-amino-benzenesulfonamide according to general procedure II. Pale-yellow solid. MS (ISP) 502.3 [(M+H)+]; mp 249-250° C. The reactants are CSC(=NC#N)NC1c2cc(C#N)ccc2OC(C)(C)C1O, CN, CCO. Yields the product CNC(=NC#N)NC1c2cc(C#N)ccc2OC(C)(C)C1O. RXN SMILES: [C:1](#[N:2])[N:3]=[C:4]([NH:5][CH:6]1[CH:7]([OH:20])[C:8]([CH3:18])([CH3:19])[O:9][c:10]2[c:11]1[cH:12][c:13]([C:16]#[N:17])[cH:14][cH:15]2)[S:21][CH3:22].[CH3:23][NH2:24].[CH3:25][CH2:26][OH:27]>>[C:1](#[N:2])[N:3]=[C:4]([NH:5][CH:6]1[CH:7]([OH:20])[C:8]([CH3:18])([CH3:19])[O:9][c:10]2[c:11]1[cH:12][c:13]([C:16]#[N:17])[cH:14][cH:15]2)[NH:24][CH3:23].